The task is: describe an organic reaction: reactants, conditions, products, and yield. This data is from the Open Reaction Database (ORD), a public repository of structured organic reaction records. Yields the product Nc1ccc(Cl)c2ccccc12. As a reaction SMILES: [C:1]([N:2]=[C:3]=[O:4])(=[O:5])[c:6]1[cH:7][cH:8][cH:9][cH:10][cH:11]1.[Cl:62][c:63]1[cH:64][cH:65][c:66]([N+:73]([O-:74])=[O:75])[c:67]2[cH:68][cH:69][cH:70][cH:71][c:72]12.[GeH4:76].[N+:37]([c:38]1[cH:39][cH:40][c:41](-[c:42]2[o:43][n:44][c:45]([C:46]([F:47])([F:48])[F:49])[n:50]2)[cH:51][cH:52]1)([O-:53])=[O:54].[NH2:12][c:13]1[o:14][n:15][c:16]([CH3:17])[n:18]1.[NH2:19][C:20]1=[N:36][N:35]=[C:24]([c:25]2[c:26]3[c:27]([cH:28][cH:29][cH:30][cH:31]3)[cH:32][cH:33][cH:34]2)[SH:21]1[S:22][CH3:23].[NH2:55][c:56]1[cH:57][cH:58][cH:59][cH:60][cH:61]1>>[Cl:62][c:63]1[cH:64][cH:65][c:66]([NH2:73])[c:67]2[cH:68][cH:69][cH:70][cH:71][c:72]12. Starting materials: O=C=NC(=O)c1ccccc1, O=[N+]([O-])c1ccc(Cl)c2ccccc12, [GeH4], O=[N+]([O-])c1ccc(-c2nc(C(F)(F)F)no2)cc1, Cc1noc(N)n1, CS[SH]1C(N)=NN=C1c1cccc2ccccc12, Nc1ccccc1.